The task is: describe an organic reaction: reactants, conditions, products, and yield. This data is from the Open Reaction Database (ORD), a public repository of structured organic reaction records. Reactants: O=C(c1cc(F)ccc1C(F)(F)F)N1CCNCC1, CC(C)(C)C(O)CNC(=O)c1ccc(Cl)nn1. The product is CC(C)(C)C(O)CNC(=O)c1ccc(N2CCN(C(=O)c3cc(F)ccc3C(F)(F)F)CC2)nn1. As a reaction SMILES: [N:18]1([C:24](=[O:25])[c:26]2[c:27]([C:33]([F:34])([F:35])[F:36])[cH:28][cH:29][c:30]([F:32])[cH:31]2)[CH2:19][CH2:20][NH:21][CH2:22][CH2:23]1.[OH:1][CH:2]([CH2:3][NH:4][C:5](=[O:6])[c:7]1[n:8][n:9][c:10]([Cl:13])[cH:11][cH:12]1)[C:14]([CH3:15])([CH3:16])[CH3:17]>>[OH:1][CH:2]([CH2:3][NH:4][C:5](=[O:6])[c:7]1[n:8][n:9][c:10]([N:21]2[CH2:20][CH2:19][N:18]([C:24](=[O:25])[c:26]3[c:27]([C:33]([F:34])([F:35])[F:36])[cH:28][cH:29][c:30]([F:32])[cH:31]3)[CH2:23][CH2:22]2)[cH:11][cH:12]1)[C:14]([CH3:15])([CH3:16])[CH3:17]. Starting materials: COC(=C)OC (1,1-dimethoxyethene), C(C=C=C)(=O)OCC (ethyl buta-2,3-dienoate). The solvent is C1(=CC=CC=C1)C (toluene). Conditions: time 24 hour. Yields the product COC1(CC(C1)=CC(=O)OCC)OC (Ethyl (3,3-dimethoxycyclobutylidene)acetate). Reaction SMILES: [CH3:1][O:2][C:3]([O:5][CH3:6])=[CH2:4].[C:7]([O:12][CH2:13][CH3:14])(=[O:11])[CH:8]=[C:9]=[CH2:10]>C1(C)C=CC=CC=1>[CH3:1][O:2][C:3]1([O:5][CH3:6])[CH2:10][C:9](=[CH:8][C:7]([O:12][CH2:13][CH3:14])=[O:11])[CH2:4]1. Reported procedure: A solution of 3.93 g (44.59 mmol) of 1,1-dimethoxyethene and 5 g (44.59 mmol) of ethyl buta-2,3-dienoate in 50 ml of toluene was heated at reflux and stirred for 24 h. After cooling to room temperature, the reaction mixture was freed from the solvent, and the crude product obtained was purified chromatographically on silica gel (mobile phase cyclohexane/ethyl acetate 20:1). This gave 1.9 g (21% of theory) of the title compound as a colourless liquid which was used without further characterizatio... Starting materials: C=O, CC(C)C(NC1CCCCC1)C(=O)O. Product: CC(C)C(C(=O)O)N(C)C1CCCCC1. RXN SMILES: [CH2:15]=[O:16].[CH:1]1([NH:7][CH:8]([C:9](=[O:10])[OH:11])[CH:12]([CH3:13])[CH3:14])[CH2:2][CH2:3][CH2:4][CH2:5][CH2:6]1>>[CH:1]1([N:7]([CH:8]([C:9](=[O:10])[OH:11])[CH:12]([CH3:13])[CH3:14])[CH3:15])[CH2:2][CH2:3][CH2:4][CH2:5][CH2:6]1. The reactants are CS(=O)[O-], CS(C)=O, [Cu]I, CCOC(=O)c1cc(I)cc2c1OC(C)(C)C2, [Na+], [OH-], O, O=C(O)C1CCCN1. Product: CCOC(=O)c1cc(S(C)(=O)=O)cc2c1OC(C)(C)C2. RXN SMILES: [CH3:28][S:29](=[O:30])[O-:31].[CH3:32][S:33]([CH3:34])=[O:35].[Cu:36][I:37].[I:11][c:12]1[cH:13][c:14]([C:23](=[O:24])[O:25][CH2:26][CH3:27])[c:15]2[c:16]([cH:22]1)[CH2:17][C:18]([CH3:20])([CH3:21])[O:19]2.[Na+:2].[OH-:1].[OH2:38].[OH:3][C:4]([CH:5]1[NH:6][CH2:7][CH2:8][CH2:9]1)=[O:10]>>[c:12]1([S:29]([CH3:28])(=[O:30])=[O:31])[cH:13][c:14]([C:23](=[O:24])[O:25][CH2:26][CH3:27])[c:15]2[c:16]([cH:22]1)[CH2:17][C:18]([CH3:20])([CH3:21])[O:19]2. The reactants are Cc1nc(C(=O)O)c(-c2ccccc2)o1, CC(F)(F)c1coc(Cn2ncc(N)n2)n1. Product: Cc1nc(C(=O)Nc2cnn(Cc3nc(C(C)(F)F)co3)n2)c(-c2ccccc2)o1. Reaction SMILES: [CH3:17][c:18]1[o:19][c:20](-[c:26]2[cH:27][cH:28][cH:29][cH:30][cH:31]2)[c:21]([C:23](=[O:24])[OH:25])[n:22]1.[F:1][C:2]([CH3:3])([F:4])[c:5]1[n:6][c:7]([CH2:10][n:11]2[n:12][cH:13][c:14]([NH2:16])[n:15]2)[o:8][cH:9]1>>[F:1][C:2]([CH3:3])([F:4])[c:5]1[n:6][c:7]([CH2:10][n:11]2[n:12][cH:13][c:14]([NH:16][C:23]([c:21]3[c:20](-[c:26]4[cH:27][cH:28][cH:29][cH:30][cH:31]4)[o:19][c:18]([CH3:17])[n:22]3)=[O:24])[n:15]2)[o:8][cH:9]1. The reactants are COC(=O)C1N(CC(C1)N=[N+]=[N-])C(=O)OC(C)(C)C (4-Azido-pyrrolidine-1,2-dicarboxylic acid 1-t-butyl ester 2-methyl ester). Solvent: C(C)(=O)OCC (ethyl acetate). Run at time 12 hour. The product is COC(=O)C1N(CC(C1)N)C(=O)OC(C)(C)C (4-Amino-pyrrolidine-1,2-dicarboxylic acid 1-t-butyl ester 2-methyl ester). As a reaction SMILES: [CH3:1][O:2][C:3]([CH:5]1[CH2:9][CH:8]([N:10]=[N+]=[N-])[CH2:7][N:6]1[C:13]([O:15][C:16]([CH3:19])([CH3:18])[CH3:17])=[O:14])=[O:4]>C(OCC)(=O)C>[CH3:1][O:2][C:3]([CH:5]1[CH2:9][CH:8]([NH2:10])[CH2:7][N:6]1[C:13]([O:15][C:16]([CH3:19])([CH3:18])[CH3:17])=[O:14])=[O:4]. Procedure: 4-Azido-pyrrolidine-1,2-dicarboxylic acid 1-t-butyl ester 2-methyl ester (303.10 mg, 1.12 mmol) was taken up in ethyl acetate in a Paar vessel. The solution was flushed with argon and Pd/C (400.00 mg) was added to the vessel. The argon atmosphere was replaced by hydrogen at 50 psi. The vessel was shaken for 12 h. The hydrogen atmosphere was replaced by argon and the solution was filtered through a celite pad. The pad was washed twice with ethyl acetate. The solvent was removed under reduced pres...